From a dataset of the Open Reaction Database (ORD), a public repository of structured organic reaction records. describe an organic reaction: reactants, conditions, products, and yield Starting materials: C=C(C)C1CC=C(C)C(=O)C1, ClCCl. The product is CC1=CCC(C(C)C)CC1=O. Reaction SMILES: [CH3:1][C:2](=[CH2:3])[CH:4]1[CH2:5][CH:6]=[C:7]([CH3:8])[C:9](=[O:10])[CH2:11]1.[Cl:12][CH2:13][Cl:14]>>[CH3:1][CH:2]([CH3:3])[CH:4]1[CH2:5][CH:6]=[C:7]([CH3:8])[C:9](=[O:10])[CH2:11]1. Starting materials: O=C1CCC(=O)N1Br, C1CCOC1, C=C(OCC)c1ncccc1OC, O. The product is COc1cccnc1C(=O)CBr. Reaction SMILES: [Br:1][N:2]1[C:3](=[O:4])[CH2:5][CH2:6][C:7]1=[O:8].[CH2:22]1[O:23][CH2:24][CH2:25][CH2:26]1.[CH2:9]([CH3:10])[O:11][C:12](=[CH2:13])[c:14]1[n:15][cH:16][cH:17][cH:18][c:19]1[O:20][CH3:21].[OH2:27]>>[Br:1][CH2:11][C:12](=[O:13])[c:14]1[n:15][cH:16][cH:17][cH:18][c:19]1[O:20][CH3:21].